From a dataset of the Open Reaction Database (ORD), a public repository of structured organic reaction records. describe an organic reaction: reactants, conditions, products, and yield The reactants are CCc1cc2c(OCC(=O)OC)nc(SC)nc2n1Cc1ccccc1-c1ccccc1, CCO. Yields the product CCc1cc2c(OCC(=O)OC)ncnc2n1Cc1ccccc1-c1ccccc1. As a reaction SMILES: [CH3:1][O:2][C:3]([CH2:4][O:5][c:6]1[c:7]2[c:8]([n:9][c:10]([S:12][CH3:13])[n:11]1)[n:14]([CH2:19][c:20]1[c:21](-[c:26]3[cH:27][cH:28][cH:29][cH:30][cH:31]3)[cH:22][cH:23][cH:24][cH:25]1)[c:15]([CH2:17][CH3:18])[cH:16]2)=[O:32].[CH3:33][CH2:34][OH:35]>>[CH3:1][O:2][C:3]([CH2:4][O:5][c:6]1[c:7]2[c:8]([n:9][cH:10][n:11]1)[n:14]([CH2:19][c:20]1[c:21](-[c:26]3[cH:27][cH:28][cH:29][cH:30][cH:31]3)[cH:22][cH:23][cH:24][cH:25]1)[c:15]([CH2:17][CH3:18])[cH:16]2)=[O:32]. Reactants: [Al+3], COC(=O)c1ccnc(OCc2ccccc2)c1, CCOCC, [H-], [H-], [H-], [H-], [Li+], [Na+], [OH-], O. Product: OCc1ccnc(OCc2ccccc2)c1. RXN SMILES: [Al+3:2].[CH2:7]([c:8]1[cH:9][cH:10][cH:11][cH:12][cH:13]1)[O:14][c:15]1[cH:16][c:17]([C:18](=[O:19])[O:20][CH3:21])[cH:22][cH:23][n:24]1.[CH3:28][CH2:29][O:30][CH2:31][CH3:32].[H-:1].[H-:4].[H-:5].[H-:6].[Li+:3].[Na+:27].[OH-:26].[OH2:25]>>[CH2:7]([c:8]1[cH:9][cH:10][cH:11][cH:12][cH:13]1)[O:14][c:15]1[cH:16][c:17]([CH2:18][OH:19])[cH:22][cH:23][n:24]1. Starting materials: C=CCBr, O=C(O)CCNC(=O)OCc1ccccc1, C1CCOC1, [H-], [Na+], CN(C)C=O, O=C(O)CC(O)(CC(=O)O)C(=O)O. Yields the product C=CCN(CCC(=O)O)C(=O)OCc1ccccc1. Reaction SMILES: [CH2:19]([CH:20]=[CH2:21])[Br:22].[CH2:1]([c:2]1[cH:3][cH:4][cH:5][cH:6][cH:7]1)[O:8][C:9](=[O:10])[NH:11][CH2:12][CH2:13][C:14](=[O:15])[OH:16].[CH2:28]1[O:29][CH2:30][CH2:31][CH2:32]1.[H-:18].[Na+:17].[O:23]=[CH:24][N:25]([CH3:26])[CH3:27].[OH:33][C:34]([CH2:35][C:36]([C:37](=[O:38])[OH:39])([CH2:40][C:41](=[O:42])[OH:43])[OH:44])=[O:45]>>[CH2:1]([c:2]1[cH:3][cH:4][cH:5][cH:6][cH:7]1)[O:8][C:9](=[O:10])[N:11]([CH2:12][CH2:13][C:14](=[O:15])[OH:16])[CH2:21][CH:20]=[CH2:19]. Starting materials: COC(=O)c1cc(C#CCO)cc(C)c1OC(C)=O, CCOC(C)=O. Product: COC(=O)c1cc(C=CCO)cc(C)c1OC(C)=O. RXN SMILES: [C:1]([CH3:2])(=[O:3])[O:4][c:5]1[c:6]([C:7](=[O:8])[O:9][CH3:10])[cH:11][c:12]([C:16]#[C:17][CH2:18][OH:19])[cH:13][c:14]1[CH3:15].[CH3:20][CH2:21][O:22][C:23]([CH3:24])=[O:25]>>[C:1]([CH3:2])(=[O:3])[O:4][c:5]1[c:6]([C:7](=[O:8])[O:9][CH3:10])[cH:11][c:12]([CH:16]=[CH:17][CH2:18][OH:19])[cH:13][c:14]1[CH3:15]. The reactants are CC(=O)[O-], O=Cc1ccccc1, c1cc[nH+]cc1, O=C1CSC(=S)N1N=c1sc2ccccc2s1. Product: O=C1C(=Cc2ccccc2)SC(=S)N1N=c1sc2ccccc2s1. RXN SMILES: [C:26]([O-:27])(=[O:28])[CH3:29].[CH:18](=[O:19])[c:20]1[cH:21][cH:22][cH:23][cH:24][cH:25]1.[nH+:30]1[cH:31][cH:32][cH:33][cH:34][cH:35]1.[s:1]1[c:2](=[N:10][N:11]2[C:12](=[S:17])[S:13][CH2:14][C:15]2=[O:16])[s:3][c:4]2[c:5]1[cH:6][cH:7][cH:8][cH:9]2>>[s:1]1[c:2](=[N:10][N:11]2[C:12](=[S:17])[S:13][C:14](=[CH:18][c:20]3[cH:21][cH:22][cH:23][cH:24][cH:25]3)[C:15]2=[O:16])[s:3][c:4]2[c:5]1[cH:6][cH:7][cH:8][cH:9]2. Reactants: 1,8-diazabicyclo[5.4.0]undec-7-ene(1,5-5), CC(C(=O)O)=C (2-methylacrylic acid), ice, COC(\C=C\C1=CC(=C(C=C1)OCC1CC(CC(C1)COC1=C(C=C(C=C1)\C=C\C(=O)OC)OC)OCCCCCCCl)OC)=O ((E)-3-[4-[[3-[(6-chlorohexyl)oxy]-5-[[2-methoxy-4-[(E)-2-(methoxycarbonyl)vinyl]phenoxy]methyl]cyclohexyl]methoxy]-3-methoxyphenyl]acrylic acid methyl ester). Reagents/catalysts: [I-].C(CCC)[N+](CCCC)(CCCC)CCCC (tetrabutylammonium iodide), C1=CC=CC=2SC3=CC=CC=C3NC12 (phenothiazine). Solvent: CN(C=O)C (N,N-dimethylformamide), CN(C=O)C (N,N-dimethylformamide), CN(C=O)C (N,N-dimethylformamide). Conditions: temperature 80 celsius, time 20 hour. Yields the product COC1=C(OCC2CC(CC(C2)COC2=C(C=C(C=C2)\C=C\C(=O)OC)OC)OCCCCCCOC(C(=C)C)=O)C=CC(=C1)\C=C\C(=O)OC (2-methylacrylic acid 6-[3,5-bis[[2-methoxy-4-[(E)-2-(methoxycarbonyl)vinyl]phenoxy]methyl]cyclohexyloxy]hexyl ester). Isolated yield 94.1%. As a reaction SMILES: [CH3:1][C:2](=[CH2:6])[C:3]([OH:5])=[O:4].[CH3:7][O:8][C:9](=[O:52])/[CH:10]=[CH:11]/[C:12]1[CH:17]=[CH:16][C:15]([O:18][CH2:19][CH:20]2[CH2:25][CH:24]([CH2:26][O:27][C:28]3[CH:33]=[CH:32][C:31](/[CH:34]=[CH:35]/[C:36]([O:38][CH3:39])=[O:37])=[CH:30][C:29]=3[O:40][CH3:41])[CH2:23][CH:22]([O:42][CH2:43][CH2:44][CH2:45][CH2:46][CH2:47][CH2:48]Cl)[CH2:21]2)=[C:14]([O:50][CH3:51])[CH:13]=1>CN(C)C=O.[I-].C([N+](CCCC)(CCCC)CCCC)CCC.C1C2NC3C(=CC=CC=3)SC=2C=CC=1>[CH3:51][O:50][C:14]1[CH:13]=[C:12](/[CH:11]=[CH:10]/[C:9]([O:8][CH3:7])=[O:52])[CH:17]=[CH:16][C:15]=1[O:18][CH2:19][CH:20]1[CH2:25][CH:24]([CH2:26][O:27][C:28]2[CH:33]=[CH:32][C:31](/[CH:34]=[CH:35]/[C:36]([O:38][CH3:39])=[O:37])=[CH:30][C:29]=2[O:40][CH3:41])[CH2:23][CH:22]([O:42][CH2:43][CH2:44][CH2:45][CH2:46][CH2:47][CH2:48][O:4][C:3](=[O:5])[C:2]([CH3:1])=[CH2:6])[CH2:21]1 |f:3.4|. Procedure details: 786 mg (5.16 mmol) 1,8-diazabicyclo[5.4.0]undec-7-ene(1,5-5) (DBU) in 5 ml N,N-dimethylformamide were added dropwise to a solution of 413 mg (4.8 mmol) 2-methylacrylic acid in 5 ml N,N-dimethylformamide over a period of 30 minutes. After addition of 4 mg phenothiazine, 146 mg tetrabutylammonium iodide and 2.6 g (3.9 mmol) (E)-3-[4-[[3-[(6-chlorohexyl)oxy]-5-[[2-methoxy-4-[(E)-2-(methoxycarbonyl)vinyl]phenoxy]methyl]cyclohexyl]methoxy]-3-methoxyphenyl]acrylic acid methyl ester dissolved in 10 ml ...